This data is from the Open Reaction Database (ORD), a public repository of structured organic reaction records. The task is: describe an organic reaction: reactants, conditions, products, and yield Starting materials: CC1(SCCC(C1)=O)C (2,2-Dimethyl-tetrahydro-thiopyran-4-one), [Si](C)(C)(C)OS(=O)(=O)C(F)(F)F (TMSOTf), COC(=O)C=1C=C(C=C2C=CNC12)Br (5-Bromo-1H-indole-7-carboxylic acid methyl ester), [SiH](CC)(CC)CC (Et3SiH). Run in C(Cl)Cl (DCM). Conditions: time 2 hour. Product: COC(=O)C=1C=C(C=C2C(=CNC12)C1CC(SCC1)(C)C)Br (5-Bromo-3-(2,2-dimethyl-tetrahydro-thiopyran-4-yl)-1H-indole-7-carboxylic acid methyl ester). Yield: 52.1%. RXN SMILES: [CH3:1][C:2]1([CH3:9])[CH2:7][C:6](=O)[CH2:5][CH2:4][S:3]1.[Si](OS(C(F)(F)F)(=O)=O)(C)(C)C.[CH3:22][O:23][C:24]([C:26]1[CH:27]=[C:28]([Br:35])[CH:29]=[C:30]2[C:34]=1[NH:33][CH:32]=[CH:31]2)=[O:25].[SiH](CC)(CC)CC>C(Cl)Cl>[CH3:22][O:23][C:24]([C:26]1[CH:27]=[C:28]([Br:35])[CH:29]=[C:30]2[C:34]=1[NH:33][CH:32]=[C:31]2[CH:6]1[CH2:5][CH2:4][S:3][C:2]([CH3:9])([CH3:1])[CH2:7]1)=[O:25]. Procedure details: To a solution of 2,2-Dimethyl-tetrahydro-thiopyran-4-one (7.9 g, 55.1 mmol) in DCM (100 mL) was added TMSOTf (10 mL, 55.1 mmol) and 5-Bromo-1H-indole-7-carboxylic acid methyl ester (7.0 g, 27.6 mmol) at 0° C. After 2 hours, Et3SiH (15 mL, 110 mmol) was added at 0° C., then the mixture was stirred for 18 hours. The reaction mixture was quenched with sat. Sodium bicarbonate solution, extracted with DCM (3×100 mL). The combined organic layer was dried over MgSO4 and concentrated under vacuum. The r...